Dataset: the Open Reaction Database (ORD), a public repository of structured organic reaction records. Task: describe an organic reaction: reactants, conditions, products, and yield The reactants are C(C(O)CC#N)#N (malonitrile), C(#N)CC(=S)N (cyanothioacetamide), C(C1=CC=CC=C1)=O (benzaldehyde), N1CCCCC1 (piperidine), Cl (hydrochloric acid). Solvent: C(C)O (ethanol). The product is NC1=C(C(=C(C(N1)=S)C#N)C1=CC=CC=C1)C#N (6-amino-4-phenyl-2-thioxo-1,2-dihydro-pyridine-3,5-dicarbonitrile). The yield is 95.1%. RXN SMILES: [C:1](#[N:7])[CH:2]([CH2:4][C:5]#N)O.[C:8]([CH2:10][C:11]([NH2:13])=[S:12])#[N:9].[CH:14](=O)[C:15]1C=C[CH:18]=[CH:17][CH:16]=1.[NH:22]1CCCC[CH2:23]1.Cl>C(O)C>[NH2:22][C:23]1[NH:13][C:11](=[S:12])[C:10]([C:8]#[N:9])=[C:4]([C:5]2[CH:18]=[CH:17][CH:16]=[CH:15][CH:14]=2)[C:2]=1[C:1]#[N:7]. Procedure details: Following the method of Elghandour et al. (Ind. J Chem. 1997, B36, 79), a stirred solution of 0.66 g (10 mmol) malonitrile, 1.0 g (10 mmol) cyanothioacetamide, 1.0 ml (10 mmol) benzaldehyde and 0.1 ml (1.0 mmol) piperidine in 50 ml ethanol was heated at reflux for 1.5 hours. The reaction mixture was then poured onto ice-water and acidified to pH 3 with 1M hydrochloric acid. The resulting crystals were collected by filtration. Chromatography (ethyl acetate) afforded 0.24 g (10%) 6-amino-4-phenyl-... Reactants: COC=1C=C2CCN(C2=CC1[N+](=O)[O-])C([C@H]1N(CCC1)C)=O (5-(methyloxy)-1-(1-methyl-L-prolyl)-6-nitro-2,3-dihydro-1H-indole), O1CCCC1 (tetrahydrofuran). The reagents and catalysts are [Pd] (palladium on carbon). Run in CO (methanol). Reaction conditions: temperature 65 celsius, time 24 hour. Yields the product COC=1C=C2CCN(C2=CC1N)C([C@H]1N(CCC1)C)=O (5-(methyloxy)-1-(1-methyl-L-prolyl)-2,3-dihydro-1H-indol-6-amine). Yield: 98.9%. Reaction SMILES: [CH3:1][O:2][C:3]1[CH:4]=[C:5]2[C:9](=[CH:10][C:11]=1[N+:12]([O-])=O)[N:8]([C:15](=[O:22])[C@@H:16]1[CH2:20][CH2:19][CH2:18][N:17]1[CH3:21])[CH2:7][CH2:6]2.O1CCCC1>CO.[Pd]>[CH3:1][O:2][C:3]1[CH:4]=[C:5]2[C:9](=[CH:10][C:11]=1[NH2:12])[N:8]([C:15](=[O:22])[C@@H:16]1[CH2:20][CH2:19][CH2:18][N:17]1[CH3:21])[CH2:7][CH2:6]2. Reported procedure: A suspension of 5-(methyloxy)-1-(1-methyl-L-prolyl)-6-nitro-2,3-dihydro-1H-indole (2.50 g, 8.19 mmol) in methanol (100 mL)/tetrahydrofuran (100 mL) was warmed to 65° C. and maintained until all solids had dissolved. The solution was cooled, purged with nitrogen for 40 minutes, and 10% palladium on carbon (1.1 g, 8.19 mmol) was added and the suspension was maintained under 40 psi of H2 gas with rapid stirring for 24 hours. The solution was carefully purged with nitrogen, filtered through a pad of... The reactants are COC(=O)c1ccc(-c2nc(-c3ccccc3)n(C)n2)cc1, CO, Cl, [Na+], C1CCOC1, [OH-]. Yields the product Cn1nc(-c2ccc(C(=O)O)cc2)nc1-c1ccccc1. As a reaction SMILES: [CH3:1][n:2]1[n:3][c:4](-[c:13]2[cH:14][cH:15][c:16]([C:17](=[O:18])[O:19][CH3:20])[cH:21][cH:22]2)[n:5][c:6]1-[c:7]1[cH:8][cH:9][cH:10][cH:11][cH:12]1.[CH3:31][OH:32].[ClH:30].[Na+:24].[O:25]1[CH2:26][CH2:27][CH2:28][CH2:29]1.[OH-:23]>>[CH3:1][n:2]1[n:3][c:4](-[c:13]2[cH:14][cH:15][c:16]([C:17](=[O:18])[OH:19])[cH:21][cH:22]2)[n:5][c:6]1-[c:7]1[cH:8][cH:9][cH:10][cH:11][cH:12]1. The reactants are Cc1c(OC(=O)C(C)(C)C)cn2ncnc(Cl)c12, O=C([O-])[O-], [Cs+], [Cs+], O=C(Cc1ccccc1)NC(=S)Nc1ccc(O)c(F)c1, CN(C)C=O. The product is Cc1c(OC(=O)C(C)(C)C)cn2ncnc(Oc3ccc(NC(=S)NC(=O)Cc4ccccc4)cc3F)c12. RXN SMILES: [C:1]([C:2]([CH3:3])([CH3:4])[CH3:5])(=[O:6])[O:7][c:8]1[c:9]([CH3:18])[c:10]2[c:11]([Cl:17])[n:12][cH:13][n:14][n:15]2[cH:16]1.[C:40](=[O:41])([O-:42])[O-:43].[Cs+:44].[Cs+:45].[F:19][c:20]1[cH:21][c:22]([NH:27][C:28](=[S:29])[NH:30][C:31]([CH2:32][c:33]2[cH:34][cH:35][cH:36][cH:37][cH:38]2)=[O:39])[cH:23][cH:24][c:25]1[OH:26].[O:46]=[CH:47][N:48]([CH3:49])[CH3:50]>>[C:1]([C:2]([CH3:3])([CH3:4])[CH3:5])(=[O:6])[O:7][c:8]1[c:9]([CH3:18])[c:10]2[c:11]([O:26][c:25]3[c:20]([F:19])[cH:21][c:22]([NH:27][C:28](=[S:29])[NH:30][C:31]([CH2:32][c:33]4[cH:34][cH:35][cH:36][cH:37][cH:38]4)=[O:39])[cH:23][cH:24]3)[n:12][cH:13][n:14][n:15]2[cH:16]1. Reactants: C(C)(C)(C)OC(=O)N1CCC(CC1)CN1C=C(C2=CC=CC=C12)S(=O)(=O)C1=CC=CC=C1 (4-[3-(phenylsulfonyl)-1H-indol-ylmethyl]-piperidine-1-carboxylic acid tert-butyl ester), Cl (HCl). Solvent: O1CCOCC1 (dioxane), O1CCOCC1 (dioxane). Run at time 5 hour. The product is Cl.C1(=CC=CC=C1)S(=O)(=O)C1=CN(C2=CC=CC=C12)CC1CCNCC1 (3-(Phenylsulfonyl)-1-(Piperidin-4-ylmethyl)-1H-indole Hydrochloride). Isolated yield 82.0%. RXN SMILES: C(OC([N:8]1[CH2:13][CH2:12][CH:11]([CH2:14][N:15]2[C:23]3[C:18](=[CH:19][CH:20]=[CH:21][CH:22]=3)[C:17]([S:24]([C:27]3[CH:32]=[CH:31][CH:30]=[CH:29][CH:28]=3)(=[O:26])=[O:25])=[CH:16]2)[CH2:10][CH2:9]1)=O)(C)(C)C.[ClH:33]>O1CCOCC1>[ClH:33].[C:27]1([S:24]([C:17]2[C:18]3[C:23](=[CH:22][CH:21]=[CH:20][CH:19]=3)[N:15]([CH2:14][CH:11]3[CH2:12][CH2:13][NH:8][CH2:9][CH2:10]3)[CH:16]=2)(=[O:25])=[O:26])[CH:28]=[CH:29][CH:30]=[CH:31][CH:32]=1 |f:3.4|. Procedure: A stirred solution of 4-[3-(phenylsulfonyl)-1H-indol-ylmethyl]-piperidine-1-carboxylic acid tert-butyl ester (500 mg, 1.10 mmol) in dioxane is treated with 4N HCl in dioxane (4.5 mL, 18 mmol), stirred for 5 h at ambient temperature and concentrated in vacuo. Crystallization of the resultant solid residue from ethanol:ether affords the title compound as a white solid, 351 mg (82% yield), mp>250° C., identified by HNMR and mass spectral analyses. Reactants: N1C=CC=2C=NC(=CC21)C#N (1H-pyrrolo[3,2-c]pyridine-6-carbonitrile), CC(C)(CC(C)(C)C)NC1=NC=C(C(=C1)N)C#C[Si](C)(C)C (N2-(2,4,4-trimethylpentan-2-yl)-5-[(trimethylsilyl)ethynyl]pyridine-2,4-diamine). Yields the product CC(C)(CC(C)(C)C)NC1=CC2=C(C=N1)C=CN2 (N-(2,4,4-trimethylpentan-2-yl)-1H-pyrrolo[3,2-c]pyridin-6-amine). RXN SMILES: N1C2C=C(C#N)N=CC=2C=C1.[CH3:12][C:13]([NH:20][C:21]1[CH:26]=[C:25]([NH2:27])[C:24]([C:28]#[C:29][Si](C)(C)C)=[CH:23][N:22]=1)([CH2:15][C:16]([CH3:19])([CH3:18])[CH3:17])[CH3:14]>>[CH3:12][C:13]([NH:20][C:21]1[N:22]=[CH:23][C:24]2[CH:28]=[CH:29][NH:27][C:25]=2[CH:26]=1)([CH2:15][C:16]([CH3:19])([CH3:18])[CH3:17])[CH3:14]. Reported procedure: The compound was prepared following the procedure same as that of 1H-pyrrolo[3,2-c]pyridine-6-carbonitrile starting from N2-(2,4,4-trimethylpentan-2-yl)-5-[(trimethylsilyl)ethynyl]pyridine-2,4-diamine. The reactants are IC1=CC=C(NC=2SC3=C(C(N2)=O)C=CC=N3)C=C1 (2-(4-iodoanilino)-4H-pyrido[3,2-e]-1,3-thiazin-4-one), [H-].[Li+] (lithium hydride), C(C1=CC=CC=C1)Br (benzyl bromide). Yields the product C(C1=CC=CC=C1)N1C(SC2=C(C1=O)C=CC=N2)=NC2=CC=C(C=C2)I (3-benzyl-2,3-dihydro-2-[(4-iodophenyl)imino]-4H-pyrido[3,2-e]-1,3-thiazin-4-one). Yield: 61.0%. RXN SMILES: [I:1][C:2]1[CH:19]=[CH:18][C:5]([NH:6][C:7]2[S:8][C:9]3[N:17]=[CH:16][CH:15]=[CH:14][C:10]=3[C:11](=[O:13])[N:12]=2)=[CH:4][CH:3]=1.[H-].[Li+].[CH2:22](Br)[C:23]1[CH:28]=[CH:27][CH:26]=[CH:25][CH:24]=1>>[CH2:22]([N:12]1[C:11](=[O:13])[C:10]2[CH:14]=[CH:15][CH:16]=[N:17][C:9]=2[S:8][C:7]1=[N:6][C:5]1[CH:18]=[CH:19][C:2]([I:1])=[CH:3][CH:4]=1)[C:23]1[CH:28]=[CH:27][CH:26]=[CH:25][CH:24]=1 |f:1.2|. Procedure details: The reaction procedure of Example 11 was followed except that 901 mg (2.36 mmol) of 2-(4-iodoanilino)-4H-pyrido[3,2-e]-1,3-thiazin-4-one, 23 mg of lithium hydride and 458 mg of benzyl bromide were used. The resulting residue was then purified through silica gel column chromatography (eluant: chloroform) to obtain 678 mg of 3-benzyl-2,3-dihydro-2-[(4-iodophenyl)imino]-4H-pyrido[3,2-e]-1,3-thiazin-4-one (61%, recrystallized from a mixture of ether and hexane). Starting materials: BrC=1N=C2C(=NC1)NC=C2C(C(C)(C)C)=O (1-(2-bromo-5H-pyrrolo[2,3-b]pyrazin-7-yl)-2,2-dimethyl-propan-1-one), OC1=C(C=CC=C1)B(O)O (2-hydroxybenzeneboronic acid). The solvent is hexanes, CCOC(=O)C (EtOAc). The product is OC1=C(C=CC=C1)C=1N=C2C(=NC1)NC=C2C(C(C)(C)C)=O (1-[2-(2-Hydroxy-phenyl)-5H-pyrrolo[2,3-b]pyrazin-7-yl]-2,2-dimethyl-propan-1-one), yellow solid. The yield is 28.0%. As a reaction SMILES: Br[C:2]1[N:3]=[C:4]2[C:10]([C:11](=[O:16])[C:12]([CH3:15])([CH3:14])[CH3:13])=[CH:9][NH:8][C:5]2=[N:6][CH:7]=1.[OH:17][C:18]1[CH:23]=[CH:22][CH:21]=[CH:20][C:19]=1B(O)O>CCOC(C)=O>[OH:17][C:18]1[CH:23]=[CH:22][CH:21]=[CH:20][C:19]=1[C:2]1[N:3]=[C:4]2[C:10]([C:11](=[O:16])[C:12]([CH3:15])([CH3:14])[CH3:13])=[CH:9][NH:8][C:5]2=[N:6][CH:7]=1. Procedure: 1-[2-(2-Hydroxy-phenyl)-5H-pyrrolo[2,3-b]pyrazin-7-yl]-2,2-dimethyl-propan-1-one was prepared starting from 1-(2-bromo-5H-pyrrolo[2,3-b]pyrazin-7-yl)-2,2-dimethyl-propan-1-one and 2-hydroxybenzeneboronic acid following general procedures as described in these Examples. Silica gel chromatography using 5-70% EtOAc in hexanes as eluant gave 53 mg (28%) of a yellow solid. MP 282-283° C., M+H=296. Starting materials: C(C(C)(C)C)(=O)OC1=C2N(C(N(C1=O)C(C)C)=O)C(CN(C2=O)CC2=CC=C(C=C2)F)CCO (2-(4-fluorobenzyl)-4-(2-hydroxyethyl)-7-isopropyl-1,6,8-trioxo-1,3,4,6,7,8-hexahydro-2H-pyrazino[1,2-c]pyrimidine-9-yl pivalate), C[O-].[Na+] (sodium methoxide). Solvent: CO (methanol). Conditions: time 20 minute. The product is FC1=CC=C(CN2C(C=3N(C(N(C(C3O)=O)C(C)C)=O)C(C2)CCO)=O)C=C1 (2-(4-fluorobenzyl)-9-hydroxy-4-(2-hydroxyethyl)-7-isopropyl-3,4-dihydro-2H-pyrazino[1,2-c]pyrimidine-1,6,8(7H)-trione). RXN SMILES: C([O:7][C:8]1[C:13](=[O:14])[N:12]([CH:15]([CH3:17])[CH3:16])[C:11](=[O:18])[N:10]2[CH:19]([CH2:32][CH2:33][OH:34])[CH2:20][N:21]([CH2:24][C:25]3[CH:30]=[CH:29][C:28]([F:31])=[CH:27][CH:26]=3)[C:22](=[O:23])[C:9]=12)(=O)C(C)(C)C.C[O-].[Na+]>CO>[F:31][C:28]1[CH:27]=[CH:26][C:25]([CH2:24][N:21]2[CH2:20][CH:19]([CH2:32][CH2:33][OH:34])[N:10]3[C:11](=[O:18])[N:12]([CH:15]([CH3:17])[CH3:16])[C:13](=[O:14])[C:8]([OH:7])=[C:9]3[C:22]2=[O:23])=[CH:30][CH:29]=1 |f:1.2|. Procedure details: To a stirred solution of 2-(4-fluorobenzyl)-4-(2-hydroxyethyl)-7-isopropyl-1,6,8-trioxo-1,3,4,6,7,8-hexahydro-2H-pyrazino[1,2-c]pyrimidine-9-yl pivalate (Example 74, Step 2, 40 mg, 0.08 mmol) in methanol (0.5 mL) was added sodium methoxide (25 wt. % solution in methanol, 1.6 mL) and the mixture stirred at room temperature for 20 min. The reaction was quenched by dropwise addition of 1 N hydrochloric acid and the solvent was removed in vacuo. The resulting residue was taken up in methylene chlori... Starting materials: C(C1=CC=CC=C1)OC1=CC(=CC=2N1N=C(C2C(=O)OCC)C)C (Ethyl 7-(benzyloxy)-2,5-dimethylpyrazolo[1,5-a]pyridine-3-carboxylate), C1=CCCCC1 (cyclohexene). Reagents/catalysts: [Pd] (palladium on activated carbon). The solvent is C(C)O (ethanol). Yields the product OC1=CC(=CC=2N1N=C(C2C(=O)OCC)C)C (Ethyl 7-hydroxy-2,5-dimethylpyrazolo[1,5-a]pyridine-3-carboxylate). Isolated yield 85.7%. Reaction SMILES: C([O:8][C:9]1[N:14]2[N:15]=[C:16]([CH3:23])[C:17]([C:18]([O:20][CH2:21][CH3:22])=[O:19])=[C:13]2[CH:12]=[C:11]([CH3:24])[CH:10]=1)C1C=CC=CC=1.C1CCCCC=1>C(O)C.[Pd]>[OH:8][C:9]1[N:14]2[N:15]=[C:16]([CH3:23])[C:17]([C:18]([O:20][CH2:21][CH3:22])=[O:19])=[C:13]2[CH:12]=[C:11]([CH3:24])[CH:10]=1. Procedure: 2 g (5.98 mmol) of ethyl 7-(benzyloxy)-2,5-dimethylpyrazolo[1,5-a]pyridine-3-carboxylate from Example 7A were initially charged in 80 ml of ethanol under argon, and 636 mg (0.59 mmol, 10%) of palladium on activated carbon and 18 ml (179.42 mmol) of cyclohexene were added. The reaction mixture was stirred under reflux for 2.5 hours. Then the reaction mixture was filtered through kieselguhr and washed with ethanol, and the filtrate was concentrated. The residue was taken up in DMSO and acetonitril...